From a dataset of the Open Reaction Database (ORD), a public repository of structured organic reaction records. describe an organic reaction: reactants, conditions, products, and yield Starting materials: Cc1ccc(O)cc1, OCCCCCCCCCCC=C(F)F, CCOC(=O)N=NC(=O)OCC, C1CCOC1, c1ccc(P(c2ccccc2)c2ccccc2)cc1. Product: Cc1ccc(OCCCCCCCCCCC=C(F)F)cc1. RXN SMILES: [CH3:16][c:17]1[cH:18][cH:19][c:20]([OH:21])[cH:22][cH:23]1.[F:1][C:2](=[CH:3][CH2:4][CH2:5][CH2:6][CH2:7][CH2:8][CH2:9][CH2:10][CH2:11][CH2:12][CH2:13][OH:14])[F:15].[O:43]=[C:44]([O:45][CH2:46][CH3:47])[N:48]=[N:49][C:50]([O:51][CH2:52][CH3:53])=[O:54].[O:55]1[CH2:56][CH2:57][CH2:58][CH2:59]1.[c:24]1([P:25]([c:26]2[cH:27][cH:28][cH:29][cH:30][cH:31]2)[c:32]2[cH:33][cH:34][cH:35][cH:36][cH:37]2)[cH:38][cH:39][cH:40][cH:41][cH:42]1>>[F:1][C:2](=[CH:3][CH2:4][CH2:5][CH2:6][CH2:7][CH2:8][CH2:9][CH2:10][CH2:11][CH2:12][CH2:13][O:14][c:20]1[cH:19][cH:18][c:17]([CH3:16])[cH:23][cH:22]1)[F:15].